This data is from the Open Reaction Database (ORD), a public repository of structured organic reaction records. The task is: describe an organic reaction: reactants, conditions, products, and yield The reactants are C1=CC=C2C=CC3=CC=CC4=CC=C1C2=C34 (Pyrene), C(C1=CC=CC=C1)(=O)Cl (benzoyl chloride), ClCCCl (1,2-dichloroethane), [Cl-].[Al+3].[Cl-].[Cl-] (aluminum chloride), CO (methanol). Run at temperature 60 celsius, time 8 hour. Product: C(C1=CC=CC=C1)(=O)C=1C=C2C=CC3=CC(=CC4=CC=C(C1)C2=C43)C(C4=CC=CC=C4)=O (dibenzoylpyrene). As a reaction SMILES: [CH:1]1[C:14]2[C:15]3=[C:16]4[C:11](=[CH:12][CH:13]=2)[CH:10]=[CH:9][CH:8]=[C:7]4[CH:6]=[CH:5][C:4]3=[CH:3][CH:2]=1.[C:17](Cl)(=[O:24])[C:18]1[CH:23]=[CH:22][CH:21]=[CH:20][CH:19]=1.Cl[CH2:27][CH2:28]Cl.[Cl-].[Al+3].[Cl-].[Cl-].[CH3:34][OH:35]>>[C:17]([C:9]1[CH:8]=[C:7]2[C:16]3=[C:15]4[C:4](=[CH:3][C:2]([C:34](=[O:35])[C:28]5[CH:27]=[CH:3][CH:2]=[CH:1][CH:14]=5)=[CH:1][C:14]4=[CH:13][CH:12]=[C:11]3[CH:10]=1)[CH:5]=[CH:6]2)(=[O:24])[C:18]1[CH:23]=[CH:22][CH:21]=[CH:20][CH:19]=1 |f:3.4.5.6|. Reported procedure: Pyrene 10.0 g (0.0495 mol), benzoyl chloride 13.9 g (0.0989 mol), and 87 g of 1,2-dichloroethane were put in a flask. 13.2 g (0.0989 mol) of aluminum chloride was slowly added to the solution at room temperature, and the mixture was heated up to 60° C. and agitated for 8 hours. When the reaction was complete, methanol was added to the solution. Then, a precipitate produced therein was filtered, obtaining dibenzoylpyrene. The reactants are C1CCOC1, Cc1cc(Nc2nccc(C(F)(F)F)n2)cc(-c2cncs2)c1, CC(C)[N-]C(C)C, CC1(C)C(=O)CCCC12OCCO2, [Cl-], [Li+], [NH4+]. The product is Cc1cc(Nc2nccc(C(F)(F)F)n2)cc(-c2cnc(C3(O)CCCC4(OCCO4)C3(C)C)s2)c1. RXN SMILES: [CH2:45]1[O:46][CH2:47][CH2:48][CH2:49]1.[CH3:1][c:2]1[cH:3][c:4]([NH:13][c:14]2[n:15][cH:16][cH:17][c:18]([C:20]([F:21])([F:22])[F:23])[n:19]2)[cH:5][c:6](-[c:8]2[cH:9][n:10][cH:11][s:12]2)[cH:7]1.[CH3:25][CH:26]([N-:27][CH:28]([CH3:29])[CH3:30])[CH3:31].[CH3:32][C:33]1([CH3:44])[C:34]2([O:35][CH2:36][CH2:37][O:38]2)[CH2:39][CH2:40][CH2:41][C:42]1=[O:43].[Cl-:50].[Li+:24].[NH4+:51]>>[CH3:1][c:2]1[cH:3][c:4]([NH:13][c:14]2[n:15][cH:16][cH:17][c:18]([C:20]([F:21])([F:22])[F:23])[n:19]2)[cH:5][c:6](-[c:8]2[cH:9][n:10][c:11]([C:42]3([OH:43])[C:33]([CH3:32])([CH3:44])[C:34]4([O:35][CH2:36][CH2:37][O:38]4)[CH2:39][CH2:40][CH2:41]3)[s:12]2)[cH:7]1.